From a dataset of the Open Reaction Database (ORD), a public repository of structured organic reaction records. describe an organic reaction: reactants, conditions, products, and yield Reactants: BrC1=C(C(=O)O)C=C(C=C1)OC (2-bromo-5-methoxybenzoic acid), B (borane). The solvent is C1CCOC1 (THF). Product: BrC1=C(CO)C=C(C=C1)OC (2-bromo-5-methoxybenzyl alcohol). Isolated yield 96.3%. Reaction SMILES: [Br:1][C:2]1[CH:10]=[CH:9][C:8]([O:11][CH3:12])=[CH:7][C:3]=1[C:4](O)=[O:5].B>C1COCC1>[Br:1][C:2]1[CH:10]=[CH:9][C:8]([O:11][CH3:12])=[CH:7][C:3]=1[CH2:4][OH:5]. Procedure: Under a nitrogen atmosphere, 25 g (0.11 mol) of 2-bromo-5-methoxybenzoic acid was dissolved in 100 mL of anhydrous THF. 140 mL (0.14 mol) of borane (1 M in THF) was added to this solution over a period of 1 hour. The reaction was allowed to stir and was carefully quenched with 1:1 THF: saturated K2CO3. Ether was added and the aqueous and organic layers were separated. The aqueous layer was extrated again with ether (2×100 mL). The combined organic extracts were dried over sodium sulfate, filtere... Reactants: O=C1OC2CC(C1C2)C(=O)O (3-Oxo-2-oxa-bicyclo[2.2.1]heptane-5-carboxylic acid), CI (methyl iodide). Reagents/catalysts: [Ag-]=O (silver (I) oxide). Solvent: CC(=O)C (acetone). Run at time 3 hour. Product: COC(=O)C1C2C(OC(C1)C2)=O (3-Oxo-2-oxa-bicyclo[2.2.1]heptane-5-carboxylic acid methyl ester). Isolated yield 63.5%. Reaction SMILES: [O:1]=[C:2]1[CH:7]2[CH2:8][CH:4]([CH2:5][CH:6]2[C:9]([OH:11])=[O:10])[O:3]1.[CH3:12]I>CC(C)=O.[Ag-]=O>[CH3:12][O:10][C:9]([CH:6]1[CH2:5][CH:4]2[CH2:8][CH:7]1[C:2](=[O:1])[O:3]2)=[O:11]. Procedure: Compound 32 (1.014 g, 6.50 mmol) was dissolved in acetone (35 mL) before methyl iodide (13.68 g, 96.4 mmol) and silver (I) oxide (1.61 g, 6.95 mmol) were added. After stirring for 3 h the mixture was filtered through celite and the filtrate was evaporated before purification by flash column chromatography (toluene/ethyl acetate 4:1) was performed yielding the methyl ester 41 (702 mg, 64%) as white crystals. The reactants are N1=C(C=CC=C1)C(=O)O (picolinic acid), NC1=NC=CC=C1C1=CC=C(C=C1)O (4-(2-aminopyridin-3-yl)phenol), P(=O)([O-])([O-])[O-].[K+].[K+].[K+] (tripotassium phosphate), BrC1=CC(=CC=C1)C(C)(F)F (1-bromo-3-(1,1-difluoroethyl)benzene). Reagents/catalysts: [Cu]I (Copper(I) iodide). Solvent: CS(=O)C (DMSO). Conditions: temperature 130 celsius, time 10 hour. The product is FC(C)(F)C=1C=C(OC2=CC=C(C=C2)C=2C(=NC=C(C2)C)N)C=CC1 (3-(4-(3-(1,1-difluoroethyl)phenoxy)phenyl)-5-methylpyridin-2-amine). Isolated yield 235.0%. Reaction SMILES: N1C=CC=C[C:2]=1C(O)=O.[NH2:10][C:11]1[C:16]([C:17]2[CH:22]=[CH:21][C:20]([OH:23])=[CH:19][CH:18]=2)=[CH:15][CH:14]=[CH:13][N:12]=1.P([O-])([O-])([O-])=O.[K+].[K+].[K+].Br[C:33]1[CH:38]=[CH:37][CH:36]=[C:35]([C:39]([F:42])([F:41])[CH3:40])[CH:34]=1>[Cu]I.CS(C)=O>[F:41][C:39]([C:35]1[CH:34]=[C:33]([CH:38]=[CH:37][CH:36]=1)[O:23][C:20]1[CH:21]=[CH:22][C:17]([C:16]2[C:11]([NH2:10])=[N:12][CH:13]=[C:14]([CH3:2])[CH:15]=2)=[CH:18][CH:19]=1)([F:42])[CH3:40] |f:2.3.4.5|. Reported procedure: Copper(I) iodide (39.2 mg) was added to a mixture of picolinic acid (25.4 mg), 4-(2-aminopyridin-3-yl)phenol (206 mg), tripotassium phosphate (656 mg), 1-bromo-3-(1,1-difluoroethyl)benzene (239 mg) and DMSO (3 mL). The mixture was stirred at 130° C. under nitrogen for 10 hr. The insoluble solid was removed by filtration through silica gel/Celite pad (eluted with EtOAc). Silica-gel was added to the filtrate and the volatiles were removed in vacuo. The mixture supported on silica-gel was purified ...